Dataset: the Open Reaction Database (ORD), a public repository of structured organic reaction records. Task: describe an organic reaction: reactants, conditions, products, and yield The reactants are FC=1C=C(C=CC1F)[N+](=O)[O-] (3,4-difluoronitrobenzene), C([O-])([O-])=O.[K+].[K+] (potassium carbonate), OC=1C=C2C=NNC2=CC1 (5-hydroxyindazole). Run in CN(C)C=O (DMF). Reaction conditions: temperature 40 celsius, time 8 hour. Yields the product FC1=C(OC=2C=C3C=NNC3=CC2)C=CC(=C1)[N+](=O)[O-] (5-(2-Fluoro-4-nitrophenoxy)-1H-indazole). As a reaction SMILES: [OH:1][C:2]1[CH:3]=[C:4]2[C:8](=[CH:9][CH:10]=1)[NH:7][N:6]=[CH:5]2.[F:11][C:12]1[CH:13]=[C:14]([N+:19]([O-:21])=[O:20])[CH:15]=[CH:16][C:17]=1F.C(=O)([O-])[O-].[K+].[K+]>CN(C=O)C>[F:11][C:12]1[CH:13]=[C:14]([N+:19]([O-:21])=[O:20])[CH:15]=[CH:16][C:17]=1[O:1][C:2]1[CH:3]=[C:4]2[C:8](=[CH:9][CH:10]=1)[NH:7][N:6]=[CH:5]2 |f:2.3.4|. Reported procedure: 5.00 g (37.3 mmol) of 5-hydroxyindazole are dissolved in 40 ml of anhydrous DMF. 5.93 g (37.3 mmol) of 3,4-difluoronitrobenzene and 5.15 g (37.3 mmol) of potassium carbonate are added, and the mixture is stirred at 40° C. overnight. For work-up, the mixture is filtered off with suction through kieselguhr, diluted with water and extracted three times with ethyl acetate. The combined organic phases are washed 1× with saturated aqueous sodium chloride solution, dried over sodium sulfate and concent... Reactants: C(C)(C)(C)OC(NC1(COC(OC1)(C)C)CCC1=CC(=C(C=C1)OCCCC1=CC(=C(C=C1)OC)C)C(F)(F)F)=O ([2,2-dimethyl-5-(2-{4-[3-(4-methoxy-3-methylphenyl)propoxy]-3-trifluoromethylphenyl}ethyl)-1,3-dioxan-5-yl]carbamic acid t-butyl ester), Cl (hydrochloric acid). The solvent is C(C)O (ethanol). Reaction conditions: temperature 80 celsius, time 1.5 hour. Product: Cl.NC(CO)(CO)CCC1=CC(=C(C=C1)OCCCC1=CC(=C(C=C1)OC)C)C(F)(F)F (2-amino-2-(2-{4-[3-(4-methoxy-3-methylphenyl)propoxy]-3-trifluoromethylphenyl}ethyl)propane-1,3-diol hydrochloride). RXN SMILES: C(OC(=O)[NH:7][C:8]1([CH2:16][CH2:17][C:18]2[CH:23]=[CH:22][C:21]([O:24][CH2:25][CH2:26][CH2:27][C:28]3[CH:33]=[CH:32][C:31]([O:34][CH3:35])=[C:30]([CH3:36])[CH:29]=3)=[C:20]([C:37]([F:40])([F:39])[F:38])[CH:19]=2)[CH2:13][O:12]C(C)(C)[O:10][CH2:9]1)(C)(C)C.[ClH:42]>C(O)C>[ClH:42].[NH2:7][C:8]([CH2:16][CH2:17][C:18]1[CH:23]=[CH:22][C:21]([O:24][CH2:25][CH2:26][CH2:27][C:28]2[CH:33]=[CH:32][C:31]([O:34][CH3:35])=[C:30]([CH3:36])[CH:29]=2)=[C:20]([C:37]([F:38])([F:39])[F:40])[CH:19]=1)([CH2:13][OH:12])[CH2:9][OH:10] |f:3.4|. Procedure details: Compound 42-5 (810 mg) was dissolved in ethanol (15 ml), concentrated hydrochloric acid (1.5 ml) was added, and the mixture was stirred at 80° C. for 1.5 hr. The reaction mixture was concentrated, and the residue was washed with diethyl ether to give the object product (570 mg) as a white powder. Reactants: OC1(CCC(CC1)=O)C1=CC(=CC=C1)O (4-hydroxy-4-(3-hydroxy-phenyl)-cyclohexanone), N1CC(C1)NC(=O)CNC(C1=CC(=CC=C1)C(F)(F)F)=O (N-(azetidin-3-ylcarbamoylmethyl)-3-trifluoromethyl-benzamide). Product: OC1(CCC(CC1)N1CC(C1)NC(=O)CNC(C1=CC(=CC=C1)C(F)(F)F)=O)C1=CC(=CC=C1)O (N-({1-[4-Hydroxy-4-(3-hydroxy-phenyl)-cyclohexyl]-azetidin-3-ylcarbamoyl}-methyl)-3-trifluoromethyl-benzamide). Reaction SMILES: [OH:1][C:2]1([C:9]2[CH:14]=[CH:13][CH:12]=[C:11]([OH:15])[CH:10]=2)[CH2:7][CH2:6][C:5](=O)[CH2:4][CH2:3]1.[NH:16]1[CH2:19][CH:18]([NH:20][C:21]([CH2:23][NH:24][C:25](=[O:36])[C:26]2[CH:31]=[CH:30][CH:29]=[C:28]([C:32]([F:35])([F:34])[F:33])[CH:27]=2)=[O:22])[CH2:17]1>>[OH:1][C:2]1([C:9]2[CH:14]=[CH:13][CH:12]=[C:11]([OH:15])[CH:10]=2)[CH2:7][CH2:6][CH:5]([N:16]2[CH2:19][CH:18]([NH:20][C:21]([CH2:23][NH:24][C:25](=[O:36])[C:26]3[CH:31]=[CH:30][CH:29]=[C:28]([C:32]([F:35])([F:33])[F:34])[CH:27]=3)=[O:22])[CH2:17]2)[CH2:4][CH2:3]1. Procedure details: The title compound was prepared as a white solid by reductive amination of 4-hydroxy-4-(3-hydroxy-phenyl)-cyclohexanone (as prepared in the previous step) and N-(azetidin-3-ylcarbamoylmethyl)-3-trifluoromethyl-benzamide (as prepared in step B of Example 4) using the procedure described in Step C of Example 4. Reactants: O=C([O-])[O-], CCOC(C)=O, CN(C)C=O, CCCCCC, O=[N+]([O-])c1ccc(F)cc1, [K+], [K+], Nc1cccc(O)c1. Product: Nc1cccc(Oc2ccc([N+](=O)[O-])cc2)c1. Reaction SMILES: [C:19](=[O:20])([O-:21])[O-:22].[C:36]([O:37][CH2:38][CH3:39])(=[O:40])[CH3:41].[CH3:25][N:26]([CH3:27])[CH:28]=[O:29].[CH3:30][CH2:31][CH2:32][CH2:33][CH2:34][CH3:35].[F:1][c:2]1[cH:3][cH:4][c:5]([N+:8](=[O:9])[O-:10])[cH:6][cH:7]1.[K+:23].[K+:24].[NH2:11][c:12]1[cH:13][cH:14][cH:15][c:16]([OH:17])[cH:18]1>>[c:2]1([O:17][c:16]2[cH:15][cH:14][cH:13][c:12]([NH2:11])[cH:18]2)[cH:3][cH:4][c:5]([N+:8](=[O:9])[O-:10])[cH:6][cH:7]1. Starting materials: C(C)(C)(C)OC(=O)N1CC(C(C1)O)C#N (rac-3-cyano-4-hydroxy-pyrrolidine-1-carboxylic acid tert-butyl ester), C(C)(C)(C)OC (t-butylmethyl ether). Run in C(C)(=O)OC=C (vinyl acetate). Reaction conditions: temperature 22 celsius. The product is C(C)(C)(C)OC(=O)N1C[C@H]([C@@H](C1)C#N)OC(C)=O ((S,S)-3-acetoxy-4-cyano-pyrrolidine-1-carboxylic acid tert-butyl ester). As a reaction SMILES: [C:1]([O:5][C:6]([N:8]1[CH2:12][CH:11]([OH:13])[CH:10]([C:14]#[N:15])[CH2:9]1)=[O:7])([CH3:4])([CH3:3])[CH3:2].[C:16]([O:20]C)(C)(C)[CH3:17]>C(OC=C)(=O)C>[C:1]([O:5][C:6]([N:8]1[CH2:9][C@@H:10]([C:14]#[N:15])[C@H:11]([O:13][C:16](=[O:20])[CH3:17])[CH2:12]1)=[O:7])([CH3:4])([CH3:2])[CH3:3]. Procedure details: 79.1 To a solution of 17.1 g (98.2% GC purity) of trans, rac-3-cyano-4-hydroxy-pyrrolidine-1-carboxylic acid tert-butyl ester (prepared according to C. Y. Hong et al. (Bioorganic Medicinal Chemistry Letters, 2003, 13, 4399), by D. J. Kim et al. (Journal of Medicinal Chemistry, 1997, 40, 3584) or by S. U. Hansen & M. Bols (Acta Chemica Scandinavica, 1997, 52, 1214)) in 765 ml of t-butylmethyl ether and 85 ml of vinyl acetate was added 21.3 g of Lipase AK (Amano Enzyme Inc.) and the suspension was... Reactants: Cl (HCl), C(=O)([O-])[O-].[K+].[K+] (K2CO3), ClC=1C=CC(=C(C1)C1=NN(C=C1NC(=O)C=1C=NN2C1N=CC=C2)CC(=O)N2CCC(CC2)C(=O)OC)OC(F)F (methyl 1-(2-[3-[5-chloro-2-(difluoromethoxy)phenyl]-4-[pyrazolo[1,5-a]pyrimidine-3-amido]-1H-pyrazol-1-yl]acetyl)piperidine-4-carboxylate). Run in O (H2O), CO (methanol). Reaction conditions: temperature 50 celsius, time 8 hour. The product is ClC=1C=CC(=C(C1)C1=NN(C=C1NC(=O)C=1C=NN2C1N=CC=C2)CC(=O)N2CCC(CC2)C(=O)O)OC(F)F (1-(2-[3-[5-chloro-2-(difluoromethoxy)phenyl]-4-[pyrazolo[1,5-a]pyrimidine-3-amido]-1H-pyrazol-1-yl]acetyl)piperidine-4-carboxylic acid). As a reaction SMILES: C([O-])([O-])=O.[K+].[K+].[Cl:7][C:8]1[CH:9]=[CH:10][C:11]([O:44][CH:45]([F:47])[F:46])=[C:12]([C:14]2[C:18]([NH:19][C:20]([C:22]3[CH:23]=[N:24][N:25]4[CH:30]=[CH:29][CH:28]=[N:27][C:26]=34)=[O:21])=[CH:17][N:16]([CH2:31][C:32]([N:34]3[CH2:39][CH2:38][CH:37]([C:40]([O:42]C)=[O:41])[CH2:36][CH2:35]3)=[O:33])[N:15]=2)[CH:13]=1.Cl>O.CO>[Cl:7][C:8]1[CH:9]=[CH:10][C:11]([O:44][CH:45]([F:46])[F:47])=[C:12]([C:14]2[C:18]([NH:19][C:20]([C:22]3[CH:23]=[N:24][N:25]4[CH:30]=[CH:29][CH:28]=[N:27][C:26]=34)=[O:21])=[CH:17][N:16]([CH2:31][C:32]([N:34]3[CH2:35][CH2:36][CH:37]([C:40]([OH:42])=[O:41])[CH2:38][CH2:39]3)=[O:33])[N:15]=2)[CH:13]=1 |f:0.1.2|. Procedure details: K2CO3 (500 mg, 3.59 mmol) in H2O (5 mL) was added to methyl 1-(2-[3-[5-chloro-2-(difluoromethoxy)phenyl]-4-[pyrazolo[1,5-a]pyrimidine-3-amido]-1H-pyrazol-1-yl]acetyl)piperidine-4-carboxylate (500 mg, 0.85 mmol) in methanol (10 mL). The resulting solution was stirred at 50° C. overnight and acidified with 1 N HCl to pH 2. The solids were collected by filtration. The crude product was purified by Prep-HPLC with the following conditions (Prep-HPLC-005): Column, XBridge Prep C18 OBD Column, 5 um, 19...